From a dataset of the Open Reaction Database (ORD), a public repository of structured organic reaction records. describe an organic reaction: reactants, conditions, products, and yield The reactants are NC1=CC=C2C(=N1)C(=CN2)C2CCN(CC2)C (5-amino-3-(1-methylpiperidin-4-yl)pyrrolo[3,2-b]pyridine), C1(=CC=CC=C1)N=C=O (phenyl isocyanate). Product: C1(=CC=CC=C1)NC(=O)NC1=CC=C2C(=N1)C(=CN2)C2CCN(CC2)C (N-[phenyl]-N'-[3-(1-methylpiperidin-4-yl)pyrrolo[3,2-b]pyridin-5-yl]urea). The yield is 60.3%. Reaction SMILES: [NH2:1][C:2]1[N:7]=[C:6]2[C:8]([CH:11]3[CH2:16][CH2:15][N:14]([CH3:17])[CH2:13][CH2:12]3)=[CH:9][NH:10][C:5]2=[CH:4][CH:3]=1.[C:18]1([N:24]=[C:25]=[O:26])[CH:23]=[CH:22][CH:21]=[CH:20][CH:19]=1>>[C:18]1([NH:24][C:25]([NH:1][C:2]2[N:7]=[C:6]3[C:8]([CH:11]4[CH2:16][CH2:15][N:14]([CH3:17])[CH2:13][CH2:12]4)=[CH:9][NH:10][C:5]3=[CH:4][CH:3]=2)=[O:26])[CH:23]=[CH:22][CH:21]=[CH:20][CH:19]=1. Procedure: Beginning with 0.15 gm (0.65 mMol) 5-amino-3-(1-methylpiperidin-4-yl)pyrrolo[3,2-b]pyridine and 0.092 mL (0.85 mMol) phenyl isocyanate, 0.137 gm (60%) of the title compound were recovered essentially by the procedure of Example 122. An analytical sample was crystallized from methanol. The reactants are C1(=CC=CC=C1)C=1OC2=C(N1)C=CC(=C2)C=O (2-phenyl-6-formyl-benzoxazole), ClC1=C(N)C=CC=C1 (o-chloroaniline). Product: C1(=CC=C(C=C1)C=1OC2=C(N1)C=CC=C2)C (2-(p-tolyl)-benzoxazole), Schiff's base. RXN SMILES: [C:1]1([C:7]2[O:8][C:9]3[CH:15]=[C:14](C=O)[CH:13]=[CH:12][C:10]=3[N:11]=2)[CH:6]=[CH:5][CH:4]=[CH:3][CH:2]=1.Cl[C:19]1C=CC=CC=1N>>[C:4]1([CH3:19])[CH:3]=[CH:2][C:1]([C:7]2[O:8][C:9]3[CH:15]=[CH:14][CH:13]=[CH:12][C:10]=3[N:11]=2)=[CH:6][CH:5]=1. Procedure: 4.2 g (0.02 mole) of 2-(p-tolyl)-benzoxazole of the formula ##STR48## and 6.7 g (0.02 mole) of the Schiff's base, obtained from 2-phenyl-6-formyl-benzoxazole and o-chloroaniline, of the formula ##STR49## (melting point: 112.5°-113.5° C.) are dissolved in 80 ml of dimethyl formamide. To this solution are added in small amounts in the course of 20 minutes 2.1 g (0.002 mole) of sodium tert.butylate at 20° to 25° C. while introducing nitrogen. During the first 10 minutes, the reaction mixture is irr...